The task is: describe an organic reaction: reactants, conditions, products, and yield. This data is from the Open Reaction Database (ORD), a public repository of structured organic reaction records. Reactants: O=C(n1ccnc1)n1ccnc1, C1CCC2=NCCCN2CC1, C1CCOC1, CC(C)S(N)(=O)=O, CCOC(C)=O, COC(=O)C1=Cc2cc(OC)ccc2-c2c(C3CCCCC3)c3ccc(C(=O)O)cc3n2C1. Product: COC(=O)C1=Cc2cc(OC)ccc2-c2c(C3CCCCC3)c3ccc(C(=O)NS(=O)(=O)C(C)C)cc3n2C1. Reaction SMILES: [C:1]([n:2]1[cH:3][cH:4][n:5][cH:6]1)([n:7]1[cH:8][cH:9][n:10][cH:11]1)=[O:12].[CH2:53]1[CH2:54][CH2:55][C:56]2=[N:61][CH2:60][CH2:59][CH2:58][N:57]2[CH2:62][CH2:63]1.[CH2:64]1[O:65][CH2:66][CH2:67][CH2:68]1.[CH3:46][CH:47]([CH3:48])[S:49](=[O:50])(=[O:51])[NH2:52].[CH3:69][CH2:70][O:71][C:72]([CH3:73])=[O:74].[CH:13]1([c:19]2[c:20]3[cH:21][cH:22][c:23]([C:43](=[O:44])[OH:45])[cH:24][c:25]3[n:26]3[c:27]2-[c:28]2[c:29]([cH:37][c:38]([O:41][CH3:42])[cH:39][cH:40]2)[CH:30]=[C:31]([C:33](=[O:34])[O:35][CH3:36])[CH2:32]3)[CH2:14][CH2:15][CH2:16][CH2:17][CH2:18]1>>[CH:13]1([c:19]2[c:20]3[cH:21][cH:22][c:23]([C:43](=[O:45])[NH:52][S:49]([CH:47]([CH3:46])[CH3:48])(=[O:50])=[O:51])[cH:24][c:25]3[n:26]3[c:27]2-[c:28]2[c:29]([cH:37][c:38]([O:41][CH3:42])[cH:39][cH:40]2)[CH:30]=[C:31]([C:33](=[O:34])[O:35][CH3:36])[CH2:32]3)[CH2:14][CH2:15][CH2:16][CH2:17][CH2:18]1. Yield: 97.9%. Procedure details: To a mixture of 5-(4-nitrobenzylidene)-1,3-thiazolidine-2,4-dione (3.50 g) and N,N-dimethylformamide (100 mL) was added sodium hydride (60% in oil, 0.62 g) at room temperature. The reaction mixture was stirred at room temperature for 30 min. and iodoethane (6.55 g) was added to the reaction mixture. The mixture was stirred at room temperature for 15 hrs. Water was added to the reaction mixture and the precipitated crystals were collected by filtration to give 3-ethyl-5-(4-nitrobenzylidene)-1,3-t... The reactants are ICC (iodoethane), [N+](=O)([O-])C1=CC=C(C=C2C(NC(S2)=O)=O)C=C1 (5-(4-nitrobenzylidene)-1,3-thiazolidine-2,4-dione), CN(C=O)C (N,N-dimethylformamide), [H-].[Na+] (sodium hydride). Reaction conditions: time 30 minute. Yields the product C(C)N1C(SC(C1=O)=CC1=CC=C(C=C1)[N+](=O)[O-])=O (3-ethyl-5-(4-nitrobenzylidene)-1,3-thiazolidine-2,4-dione). As a reaction SMILES: [N+:1]([C:4]1[CH:17]=[CH:16][C:7]([CH:8]=[C:9]2[S:13][C:12](=[O:14])[NH:11][C:10]2=[O:15])=[CH:6][CH:5]=1)([O-:3])=[O:2].CN(C)C=O.[H-].[Na+].I[CH2:26][CH3:27]>O>[CH2:26]([N:11]1[C:10](=[O:15])[C:9](=[CH:8][C:7]2[CH:16]=[CH:17][C:4]([N+:1]([O-:3])=[O:2])=[CH:5][CH:6]=2)[S:13][C:12]1=[O:14])[CH3:27] |f:2.3|. Run in O (Water). The reactants are CC(C)C(CS(=O)(=O)N1CCN(c2ncc(-c3ccc(F)cc3)cn2)CC1)C(=O)N1C(=O)OCC1Cc1ccccc1, [Li+], [Na+], [Na+], [Na+], C1CCOC1, [OH-], [OH-], O, O, OO, O=S([O-])[O-]. Yields the product CC(C)C(CS(=O)(=O)N1CCN(c2ncc(-c3ccc(F)cc3)cn2)CC1)C(=O)O. RXN SMILES: [CH2:3]([CH:4]1[CH2:5][O:6][C:7](=[O:8])[N:9]1[C:16]([CH:17]([CH:18]([CH3:19])[CH3:20])[CH2:21][S:22](=[O:23])(=[O:24])[N:25]1[CH2:26][CH2:27][N:28]([c:31]2[n:32][cH:33][c:34](-[c:37]3[cH:38][cH:39][c:40]([F:43])[cH:41][cH:42]3)[cH:35][n:36]2)[CH2:29][CH2:30]1)=[O:44])[c:10]1[cH:11][cH:12][cH:13][cH:14][cH:15]1.[Li+:47].[Na+:52].[Na+:53].[Na+:61].[O:54]1[CH2:55][CH2:56][CH2:57][CH2:58]1.[OH-:46].[OH-:60].[OH2:45].[OH2:59].[OH:1][OH:2].[S:48](=[O:49])([O-:50])[O-:51]>>[C:16]([CH:17]([CH:18]([CH3:19])[CH3:20])[CH2:21][S:22](=[O:23])(=[O:24])[N:25]1[CH2:26][CH2:27][N:28]([c:31]2[n:32][cH:33][c:34](-[c:37]3[cH:38][cH:39][c:40]([F:43])[cH:41][cH:42]3)[cH:35][n:36]2)[CH2:29][CH2:30]1)(=[O:44])[OH:49]. Yields the product Cl, COc1cc2c(cc1OC)C(=O)N(CC1CCCN(Cc3c(C)ccc4ccccc34)C1)CC2. Reaction SMILES: [Cl:23][CH2:24][c:25]1[c:26]([CH3:35])[cH:27][cH:28][c:29]2[cH:30][cH:31][cH:32][cH:33][c:34]12.[NH:1]1[CH2:2][CH:3]([CH2:7][N:8]2[C:9](=[O:22])[c:10]3[cH:11][c:12]([O:20][CH3:21])[c:13]([O:18][CH3:19])[cH:14][c:15]3[CH2:16][CH2:17]2)[CH2:4][CH2:5][CH2:6]1>>[ClH:23].[N:1]1([CH2:24][c:25]2[c:26]([CH3:35])[cH:27][cH:28][c:29]3[cH:30][cH:31][cH:32][cH:33][c:34]23)[CH2:2][CH:3]([CH2:7][N:8]2[C:9](=[O:22])[c:10]3[cH:11][c:12]([O:20][CH3:21])[c:13]([O:18][CH3:19])[cH:14][c:15]3[CH2:16][CH2:17]2)[CH2:4][CH2:5][CH2:6]1. Starting materials: Cc1ccc2ccccc2c1CCl, COc1cc2c(cc1OC)C(=O)N(CC1CCCNC1)CC2. Starting materials: CCOC(=O)c1c[nH]nc1N, Nc1cc[nH]n1, C1CCOC1, O=C1Nc2ccccc2C1=CO. The product is CCOC(=O)c1c[nH]nc1NC=C1C(=O)Nc2ccccc21. Reaction SMILES: [CH2:19]([CH3:20])[O:21][C:22](=[O:23])[c:24]1[c:25]([NH2:29])[n:26][nH:27][cH:28]1.[NH2:1][c:2]1[cH:3][cH:4][nH:5][n:6]1.[O:30]1[CH2:31][CH2:32][CH2:33][CH2:34]1.[OH:7][CH:8]=[C:9]1[C:10](=[O:18])[NH:11][c:12]2[cH:13][cH:14][cH:15][cH:16][c:17]21>>[CH:8](=[C:9]1[C:10](=[O:18])[NH:11][c:12]2[cH:13][cH:14][cH:15][cH:16][c:17]21)[NH:29][c:25]1[c:24]([C:22]([O:21][CH2:19][CH3:20])=[O:23])[cH:28][nH:27][n:26]1. Starting materials: OC1=CC2=C(NC(=N2)C2=NC=CC=C2)C=C1OC=1C=NC(=CC1)S(=O)(=O)CC (5-hydroxy-2-pyridin-2-yl-6-(6-ethanesulfonyl-pyridin-3-yloxy)-1H-benzimidazole), FC1=C(C(=CC=C1)C#N)F (1,2-difluoro-3-cyano-benzene). Product: FC1=C(OC2=CC3=C(NC(=N3)C3=NC=CC=C3)C=C2OC=2C=NC(=CC2)S(=O)(=O)CC)C(=CC=C1)C#N (5-(2-Fluoro-6-cyanophenoxy)-2-pyridin-2-yl-6-(6-ethanesulfonyl-pyridin-3-yloxy)-1H-benzimidazole). Reaction SMILES: [OH:1][C:2]1[C:16]([O:17][C:18]2[CH:19]=[N:20][C:21]([S:24]([CH2:27][CH3:28])(=[O:26])=[O:25])=[CH:22][CH:23]=2)=[CH:15][C:5]2[NH:6][C:7]([C:9]3[CH:14]=[CH:13][CH:12]=[CH:11][N:10]=3)=[N:8][C:4]=2[CH:3]=1.[F:29][C:30]1[CH:35]=[CH:34][CH:33]=[C:32]([C:36]#[N:37])[C:31]=1F>>[F:29][C:30]1[CH:35]=[CH:34][CH:33]=[C:32]([C:36]#[N:37])[C:31]=1[O:1][C:2]1[C:16]([O:17][C:18]2[CH:19]=[N:20][C:21]([S:24]([CH2:27][CH3:28])(=[O:25])=[O:26])=[CH:22][CH:23]=2)=[CH:15][C:5]2[NH:6][C:7]([C:9]3[CH:14]=[CH:13][CH:12]=[CH:11][N:10]=3)=[N:8][C:4]=2[CH:3]=1. Procedure: The entitled compound was obtained as a pale green solid in the same method as in Example 251 or in accordance with the method or by combining it with an ordinary method but using 5-hydroxy-2-pyridin-2-yl-6-(6-ethanesulfonyl-pyridin-3-yloxy)-1H-benzimidazole obtained in Example 397 and 1,2-difluoro-3-cyano-benzene. Starting materials: CS(=O)(=O)Cl (Methanesulphonyl cloride), NC1=CC2=C(CCN(CC2)CC=2OC3=C(C2)C=C(C=C3)N)C=C1 (7-amino-3-(5-aminobenzofur-2-ylmethyl)-1,2,4,5-tetrahydro-3H-3-benzazepine). Run in N1=CC=CC=C1 (pyridine). Reaction conditions: time 18 hour. Product: CS(=O)(=O)NC1=CC2=C(CCN(CC2)CC=2OC3=C(C2)C=C(C=C3)NS(=O)(=O)C)C=C1 (7-Methanesulphonamido-3-(5-methanesulphonamidobenzofur-2-yl-methyl)-1,2,4,5-tetrahydro-3H-3-benzazepine). As a reaction SMILES: [CH3:1][S:2](Cl)(=[O:4])=[O:3].[NH2:6][C:7]1[CH:28]=[CH:27][C:10]2[CH2:11][CH2:12][N:13]([CH2:16][C:17]3[O:18][C:19]4[CH:25]=[CH:24][C:23]([NH2:26])=[CH:22][C:20]=4[CH:21]=3)[CH2:14][CH2:15][C:9]=2[CH:8]=1>N1C=CC=CC=1>[CH3:1][S:2]([NH:6][C:7]1[CH:28]=[CH:27][C:10]2[CH2:11][CH2:12][N:13]([CH2:16][C:17]3[O:18][C:19]4[CH:25]=[CH:24][C:23]([NH:26][S:2]([CH3:1])(=[O:4])=[O:3])=[CH:22][C:20]=4[CH:21]=3)[CH2:14][CH2:15][C:9]=2[CH:8]=1)(=[O:4])=[O:3]. Procedure: Methanesulphonyl cloride (0.28 ml) was added dropwise to a solution of 7-amino-3-(5-aminobenzofur-2-ylmethyl)-1,2,4,5-tetrahydro-3H-3-benzazepine (0.56 g) in pyridine (40 ml) cooled to 0° and the mixture was then stirred at room temperature for 18 hours. The solvent was evaporated in vacuo and the residue taken up in methylene chloride, washed three times with aqueous sodium bicarbonate and three times with brine. The organic layer was dried (Na2SO4), filtered and evaporated in vacuo to give an ... Starting materials: CC(C)(C)O, N, CCOC(=O)C(C)c1ccccc1. Yields the product CC(C(N)=O)c1ccccc1. As a reaction SMILES: [CH3:15][C:16]([OH:17])([CH3:18])[CH3:19].[NH3:14].[c:1]1([CH:7]([C:8](=[O:9])[O:10][CH2:11][CH3:12])[CH3:13])[cH:2][cH:3][cH:4][cH:5][cH:6]1>>[c:1]1([CH:7]([C:8](=[O:9])[NH2:14])[CH3:13])[cH:2][cH:3][cH:4][cH:5][cH:6]1. Reactants: C1CCNCC1, C1CCOC1, CC(=O)Cl, CCN(C(C)C)C(C)C, ClCCl, Cc1ccc(NC(=O)c2c[nH]c3ccccc3c2=O)cc1N. Product: CC(=O)Nc1cc(NC(=O)c2c[nH]c3ccccc3c2=O)ccc1C. RXN SMILES: [CH2:36]1[CH2:37][CH2:38][NH:39][CH2:40][CH2:41]1.[CH2:42]1[O:43][CH2:44][CH2:45][CH2:46]1.[CH3:32][C:33]([Cl:34])=[O:35].[CH:23]([N:24]([CH2:25][CH3:26])[CH:27]([CH3:28])[CH3:29])([CH3:30])[CH3:31].[Cl:47][CH2:48][Cl:49].[NH2:1][c:2]1[cH:3][c:4]([NH:9][C:10](=[O:11])[c:12]2[cH:13][nH:14][c:15]3[cH:16][cH:17][cH:18][cH:19][c:20]3[c:21]2=[O:22])[cH:5][cH:6][c:7]1[CH3:8]>>[NH:1]([c:2]1[cH:3][c:4]([NH:9][C:10](=[O:11])[c:12]2[cH:13][nH:14][c:15]3[cH:16][cH:17][cH:18][cH:19][c:20]3[c:21]2=[O:22])[cH:5][cH:6][c:7]1[CH3:8])[C:33]([CH3:32])=[O:35]. Solvent: CO (methanol). Procedure details: To 20.0 g (0.084 moles) 1,5-dichloro-2,4-dinitrobenzene in 200 ml methanol is added 22.7 g (0.42 moles) sodium methoxide. The mixture is heated to reflux and the reaction is monitored by TLC (ethyl acetate). TLC after approximately 12 hours shows the reaction is complete. The host mixture is poured into 750 ml ice/H2O. The pale yellow precipitate is collected by vacuum filtration and dried in the vacuum oven at 50° C. Yield is 16.3 g (85.7%). Recrystallization using toluene and 1 g decolorizing ... The reactants are ClC1=C(C=C(C(=C1)Cl)[N+](=O)[O-])[N+](=O)[O-] (1,5-dichloro-2,4-dinitrobenzene), C[O-].[Na+] (sodium methoxide), ice H2O, C(C)(=O)OCC (ethyl acetate). Run at time 12 hour. The product is COC1=C(C=C(C(=C1)OC)[N+](=O)[O-])[N+](=O)[O-] (4,6-dimethoxy-1,3-dinitrobenzene). Reaction SMILES: Cl[C:2]1[CH:7]=[C:6](Cl)[C:5]([N+:9]([O-:11])=[O:10])=[CH:4][C:3]=1[N+:12]([O-:14])=[O:13].[CH3:15][O-:16].[Na+].[C:18](OCC)(=[O:20])C>CO>[CH3:18][O:20][C:2]1[CH:7]=[C:6]([O:16][CH3:15])[C:5]([N+:9]([O-:11])=[O:10])=[CH:4][C:3]=1[N+:12]([O-:14])=[O:13] |f:1.2|.